From a dataset of the Open Reaction Database (ORD), a public repository of structured organic reaction records. describe an organic reaction: reactants, conditions, products, and yield Starting materials: ClC1=CC=C(C=C1)S(=O)(=O)Cl (4-chlorobenzenesulfonyl chloride), N1(C=NC=C1)CCCCCCCCN (1H-imidazole-1-octanamine). Yields the product ClC1=CC=C(C=C1)S(=O)(=O)NCCCCCCCCN1C=NC=C1 (4-Chloro-N-[8-(1H-imidazol-1-yl)octyl]benzenesulfonamide). As a reaction SMILES: [Cl:1][C:2]1[CH:7]=[CH:6][C:5]([S:8](Cl)(=[O:10])=[O:9])=[CH:4][CH:3]=1.[N:12]1([CH2:17][CH2:18][CH2:19][CH2:20][CH2:21][CH2:22][CH2:23][CH2:24][NH2:25])[CH:16]=[CH:15][N:14]=[CH:13]1>>[Cl:1][C:2]1[CH:7]=[CH:6][C:5]([S:8]([NH:25][CH2:24][CH2:23][CH2:22][CH2:21][CH2:20][CH2:19][CH2:18][CH2:17][N:12]2[CH:16]=[CH:15][N:14]=[CH:13]2)(=[O:10])=[O:9])=[CH:4][CH:3]=1. Procedure details: The compound of this Example, mp 54°-56° C., was obtained when 4-chlorobenzenesulfonyl chloride was reacted with 1H-imidazole-1-octanamine by the procedure of Example 20. Reactants: [N+](=O)([O-])C1=CC=C(OC2=CC=C(C(C(=O)O)=C2)O)C=C1 (5-(4-nitrophenoxy)-salicylic acid), NC1=C(C(C(=O)O)=CC=C1)OOC1=CC=CC=C1 (aminophenoxy salicylic acid), CO (methanol), [H][H] (hydrogen). The reagents and catalysts are [Ni] (Raney nickel). Run in C(C)O (ethanol), CC(=O)N(C)C (dimethyl acetamide). Yields the product NC1=CC=C(OC2=CC=C(C(C(=O)O)=C2)O)C=C1 (5-(4-aminophenoxy)-salicylic acid). As a reaction SMILES: [N+:1]([C:4]1[CH:20]=[CH:19][C:7]([O:8][C:9]2[CH:17]=[C:13]([C:14]([OH:16])=[O:15])[C:12]([OH:18])=[CH:11][CH:10]=2)=[CH:6][CH:5]=1)([O-])=O.CO.[H][H].NC1C=CC=C(C(O)=O)C=1OOC1C=CC=CC=1>C(O)C.[Ni].CC(N(C)C)=O>[NH2:1][C:4]1[CH:20]=[CH:19][C:7]([O:8][C:9]2[CH:17]=[C:13]([C:14]([OH:16])=[O:15])[C:12]([OH:18])=[CH:11][CH:10]=2)=[CH:6][CH:5]=1. Reported procedure: 71 g of 5-(4-nitrophenoxy)-salicylic acid prepared in accordance with Example 1a were hydrogenated at 90° C/100 atms. in 400 ml of ethanol or methanol in the presence of 2.8 g of Raney nickel. The adsorption of hydrogen ceased after 3 hours at the longest. Following the addition of 100 ml of dimethyl acetamide, the catalyst was separated off under heat, water was added at 100° C until a haze began to form, after which the solution was heated for 20 minutes in the presence of 20 g of active carbo... Reactants: COC(=O)c1ccc(CBr)cc1, Cc1cccc2c(C3OC(COCc4ccccc4)C(OCc4ccccc4)C(OCc4ccccc4)C3OCc3ccccc3)c[nH]c12, CN(C)C=O, Cl, [H-], [Na+]. The product is COC(=O)c1ccc(Cn2cc(C3OC(COCc4ccccc4)C(OCc4ccccc4)C(OCc4ccccc4)C3OCc3ccccc3)c3cccc(C)c32)cc1. RXN SMILES: [Br:52][CH2:53][c:54]1[cH:55][cH:56][c:57]([C:58](=[O:59])[O:60][CH3:61])[cH:62][cH:63]1.[CH2:1]([c:2]1[cH:3][cH:4][cH:5][cH:6][cH:7]1)[O:8][CH:9]1[CH:10]([c:40]2[cH:41][nH:42][c:43]3[c:44]([CH3:49])[cH:45][cH:46][cH:47][c:48]23)[O:11][CH:12]([CH2:31][O:32][CH2:33][c:34]2[cH:35][cH:36][cH:37][cH:38][cH:39]2)[CH:13]([O:23][CH2:24][c:25]2[cH:26][cH:27][cH:28][cH:29][cH:30]2)[CH:14]1[O:15][CH2:16][c:17]1[cH:18][cH:19][cH:20][cH:21][cH:22]1.[CH3:65][N:66]([CH3:67])[CH:68]=[O:69].[ClH:64].[H-:50].[Na+:51]>>[CH2:1]([c:2]1[cH:3][cH:4][cH:5][cH:6][cH:7]1)[O:8][CH:9]1[CH:10]([c:40]2[cH:41][n:42]([CH2:53][c:54]3[cH:55][cH:56][c:57]([C:58](=[O:59])[O:60][CH3:61])[cH:62][cH:63]3)[c:43]3[c:44]([CH3:49])[cH:45][cH:46][cH:47][c:48]23)[O:11][CH:12]([CH2:31][O:32][CH2:33][c:34]2[cH:35][cH:36][cH:37][cH:38][cH:39]2)[CH:13]([O:23][CH2:24][c:25]2[cH:26][cH:27][cH:28][cH:29][cH:30]2)[CH:14]1[O:15][CH2:16][c:17]1[cH:18][cH:19][cH:20][cH:21][cH:22]1. The reactants are ClCC1(COC1)C (3-chloromethyl-3-methyloxetane), [N-]=[N+]=[N-].[Na+] (sodium azide). The reagents and catalysts are [Br-].C(CCC)[N+](CCCC)(CCCC)CCCC (tetra-n-butylammonium bromide). Solvent: O (water). Product: N(=[N+]=[N-])CC1(COC1)C (3-azidomethyl-3methyloxetane). The yield is 92.7%. Reaction SMILES: Cl[CH2:2][C:3]1([CH3:7])[CH2:6][O:5][CH2:4]1.[N-:8]=[N+:9]=[N-:10].[Na+]>[Br-].C([N+](CCCC)(CCCC)CCCC)CCC.O>[N:8]([CH2:2][C:3]1([CH3:7])[CH2:6][O:5][CH2:4]1)=[N+:9]=[N-:10] |f:1.2,3.4|. Reported procedure: A mixture of 3-chloromethyl-3-methyloxetane (10.1 g, 83.5 mmol), tetra-n-butylammonium bromide (0.308 g, 0.96 mmol), sodium azide (6.5 g, 100 mmol) and water (27 mL) was heated at about 96° C. to about 103° C. for 4.5 h, after which time gas chromatographic analysis of the mixture indicated that the reaction had reached completion. The mixture was cooled to ambient temperature, and extracted with methylene chloride (25 mL). The organic extract was passed through a column containing aluminum oxid... Starting materials: C(=O)C=C (acrolein), C1=CC=CC=C1 (benzene), 3,4-tetrahydropyran, C(=O)C=C (acrolein), O1CCCCC1 (tetrahydropyran). The reagents and catalysts are catalyst. Product: CC=CCCCCCCC (dec-2-ene). Reaction SMILES: C(C=C)=O.O1[CH2:10][CH2:9][CH2:8][CH2:7][CH2:6]1.[CH:11]1[CH:16]=[CH:15]C=[CH:13][CH:12]=1>>[CH3:6][CH:7]=[CH:8][CH2:9][CH2:10][CH2:13][CH2:12][CH2:11][CH2:16][CH3:15]. Procedure details: In this example, inverse electron demand D-A reaction of acrolein with 3,4-tetrahydropyran is described. The procedure involves refluxing of 0.056 g of acrolein, 1.68 g of tetrahydropyran and 0.30 g of the catalyst prepared according to example 1 above in 10 ml of benzene at 60 (C 20 h. The catalyst was filtered off. After evaporation of solvent, the residue was chromatographed over silica gel column by eluting with 5% acetone/petroleum ether to give 0.12 g of endo adduct, 1,9-dioxabicyclo[4.4.0... The reactants are P(=O)(O)(O)[O-].[K+] (potassium dihydrogen phosphate), Cl(=O)[O-].[Na+] (sodium chlorite), CC(C)=CC (2-methyl-2-butene), C(=O)C=1C=CC(=C(C#N)C1)OCC(F)(F)F (5-formyl-2-[(2,2,2-trifluoroethyl)oxy]benzonitrile), S(=O)([O-])OS(=O)[O-].[Na+].[Na+] (sodium disulfite). Solvent: O (water), C(C)(C)(C)O (t-butanol), O (water), C(Cl)Cl (DCM). Reaction conditions: time 4 hour. The product is C(#N)C=1C=C(C(=O)O)C=CC1OCC(F)(F)F (3-cyano-4-[(2,2,2-trifluoroethyl)oxy]benzoic acid). The yield is 417.6%. As a reaction SMILES: [CH:1]([C:3]1[CH:4]=[CH:5][C:6]([O:11][CH2:12][C:13]([F:16])([F:15])[F:14])=[C:7]([CH:10]=1)[C:8]#[N:9])=[O:2].P([O-])(O)(O)=[O:18].[K+].Cl([O-])=O.[Na+].CC(=CC)C.S(OS([O-])=O)([O-])=O.[Na+].[Na+]>C(O)(C)(C)C.O.C(Cl)Cl>[C:8]([C:7]1[CH:10]=[C:3]([CH:4]=[CH:5][C:6]=1[O:11][CH2:12][C:13]([F:15])([F:14])[F:16])[C:1]([OH:18])=[O:2])#[N:9] |f:1.2,3.4,6.7.8|. Procedure: 5-formyl-2-[(2,2,2-trifluoroethyl)oxy]benzonitrile (D29; 155 mg, 0.676 mmol) was dissolved in t-butanol (2 ml). A solution of potassium dihydrogen phosphate (23.01 mg, 0.169 mmol) and sodium chlorite (184 mg, 2.029 mmol) in water (2 ml) was added, followed by 2-methyl-2-butene (1.015 ml, 2.029 mmol). The resulting mixture was stirred at room temperature for 4 hrs. A solution of sodium disulfite (450 mg) in water (10 ml) was added carefully. DCM (15 ml) was then added and the phases were separate... The reactants are O=C([O-])[O-], Cn1c(=O)c2[nH]c(Cl)nc2n(C)c1=O, O=C(c1ccc(Cl)cc1)c1ccc(CBr)cc1, [K+], [K+], CN(C)C=O, O. Yields the product Cn1c(=O)c2c(nc(Cl)n2Cc2ccc(C(=O)c3ccc(Cl)cc3)cc2)n(C)c1=O. RXN SMILES: [C:15](=[O:16])([O-:17])[O-:18].[CH3:1][n:2]1[c:3]2[n:4][c:5]([Cl:6])[nH:7][c:8]2[c:9](=[O:10])[n:11]([CH3:12])[c:13]1=[O:14].[Cl:21][c:22]1[cH:23][cH:24][c:25]([C:26](=[O:27])[c:28]2[cH:29][cH:30][c:31]([CH2:32][Br:33])[cH:34][cH:35]2)[cH:36][cH:37]1.[K+:19].[K+:20].[O:38]=[CH:39][N:40]([CH3:41])[CH3:42].[OH2:43]>>[CH3:1][n:2]1[c:3]2[n:4][c:5]([Cl:6])[n:7]([CH2:32][c:31]3[cH:30][cH:29][c:28]([C:26]([c:25]4[cH:24][cH:23][c:22]([Cl:21])[cH:37][cH:36]4)=[O:27])[cH:35][cH:34]3)[c:8]2[c:9](=[O:10])[n:11]([CH3:12])[c:13]1=[O:14]. Reactants: COCCOc1nc(C(=O)O)cnc1N1CCCCC1, COC(=O)C(N)CC(C)C, CCCOc1nc(C(=O)NC(CO)CC(C)C)cnc1N1CCCC1. The product is COCCOc1nc(C(=O)NC(CC(C)C)C(=O)OC)cnc1N1CCCCC1. As a reaction SMILES: [CH3:26][O:27][CH2:28][CH2:29][O:30][c:31]1[c:32]([N:40]2[CH2:41][CH2:42][CH2:43][CH2:44][CH2:45]2)[n:33][cH:34][c:35]([C:37](=[O:38])[OH:39])[n:36]1.[CH3:46][O:47][C:48]([CH:49]([NH2:50])[CH2:51][CH:52]([CH3:53])[CH3:54])=[O:55].[OH:1][CH2:2][CH:3]([NH:4][C:5]([c:6]1[cH:7][n:8][c:9]([N:10]2[CH2:11][CH2:12][CH2:13][CH2:14]2)[c:15]([O:16][CH2:17][CH2:18][CH3:19])[n:20]1)=[O:21])[CH2:22][CH:23]([CH3:24])[CH3:25]>>[CH3:26][O:27][CH2:28][CH2:29][O:30][c:31]1[c:32]([N:40]2[CH2:41][CH2:42][CH2:43][CH2:44][CH2:45]2)[n:33][cH:34][c:35]([C:37](=[O:39])[NH:50][CH:49]([C:48]([O:47][CH3:46])=[O:55])[CH2:51][CH:52]([CH3:53])[CH3:54])[n:36]1. Solvent: C(C)(=O)OCC (ethyl acetate). Reactants: CC=1C=C(C(=O)OCC)C=C(C1B1OC(C(O1)(C)C)(C)C)C (ethyl 3,5-dimethyl-4-(4,4,5,5-tetramethyl-1,3,2-dioxaborolan-2-yl)benzoate), C(C)(=O)O (acetic acid), O (water), O1CCOCC1 (1,4-dioxane), O (Water). RXN SMILES: [CH3:1][C:2]1[CH:3]=[C:4]([CH:10]=[C:11]([CH3:22])[C:12]=1[B:13]1[O:17]C(C)(C)C(C)(C)[O:14]1)[C:5]([O:7][CH2:8][CH3:9])=[O:6].C(O)(=O)C.O.O1CCOCC1>C(OCC)(=O)C>[CH2:8]([O:7][C:5]([C:4]1[CH:10]=[C:11]([CH3:22])[C:12]([B:13]([OH:17])[OH:14])=[C:2]([CH3:1])[CH:3]=1)=[O:6])[CH3:9]. Run at temperature 75 celsius, time 2 day. Procedure details: A mixture of ethyl 3,5-dimethyl-4-(4,4,5,5-tetramethyl-1,3,2-dioxaborolan-2-yl)benzoate (0.233 g), acetic acid (0.2 mL), water (2 mL) and 1,4-dioxane (2 mL) was stirred at 75° C. for 2 days. Water and ethyl acetate were added to the reaction mixture. The organic layer was separated, washed with water and brine, and dried over anhydrous magnesium sulfate. The solvent was evaporated under reduced pressure, and the residue was purified by silica gel column chromatography (eluent: ethyl acetate/n-he... The product is C(C)OC(=O)C1=CC(=C(C(=C1)C)B(O)O)C (4-ethoxycarbonyl-2,6-dimethylphenylboronic acid). Yield: 27.6%.